This data is from the Open Reaction Database (ORD), a public repository of structured organic reaction records. The task is: describe an organic reaction: reactants, conditions, products, and yield The reactants are ClC1=NC(=C2N=CN(C2=N1)[C@H]1[C@@H]([C@@H]([C@H](C1)NC(CC)=O)O)O)NCC(C1=CC=CC=C1)C1=CC=CC=C1 (N-{(1S,2R,3S,4R)-4-[2-chloro-6-(2,2-diphenyl-ethylamino)-purin-9-yl]-2,3-dihydroxy-cyclopentyl}-propionamide), ClC1=NC(=C2N=CN(C2=N1)[C@H]1[C@@H]([C@@H]([C@H](C1)NC(CC)=O)O)O)Cl (N-[(1S,2R,3S,4R)-4-(2,6-dichloro-purin-9-yl)-2,3-dihydroxy-cyclopentyl]-propionamide), ClC1=NC(=C2N=CN(C2=N1)[C@H]1[C@@H]([C@@H]([C@H](C1)N1N=CC(=N1)CO)O)O)Cl ((1R,2S,3R,5S)-3-(2,6-dichloro-purin-9-yl)-5-(4-hydroxymethyl-[1,2,3]triazol-2-yl)-cyclopentane-1,2-diol). The product is ClC1=NC(=C2N=CN(C2=N1)[C@H]1[C@@H]([C@@H]([C@H](C1)N1N=CC(=N1)CO)O)O)NCC(C1=CC=CC=C1)C1=CC=CC=C1 ((1R,2S,3R,5S)-3-[2-Chloro-6-(2,2-diphenyl-ethylamino)-purin-9-yl]-5-(4-hydroxymethyl-[1,2,3]triazol-2-yl)-cyclopentane-1,2-diol). As a reaction SMILES: [Cl:1][C:2]1[N:10]=[C:9]2[C:5]([N:6]=[CH:7][N:8]2[C@@H:11]2[CH2:15][C@H:14]([NH:16]C(=O)CC)[C@@H:13]([OH:21])[C@H:12]2[OH:22])=[C:4]([NH:23][CH2:24][CH:25]([C:32]2[CH:37]=[CH:36][CH:35]=[CH:34][CH:33]=2)[C:26]2[CH:31]=[CH:30][CH:29]=[CH:28][CH:27]=2)[N:3]=1.ClC1N=C2C(N=CN2[C@@H]2C[C@H](NC(=O)CC)[C@@H](O)[C@H]2O)=C(Cl)N=1.ClC1N=C2C(N=CN2[C@@H]2C[C@H](N3[N:80]=[C:79]([CH2:81][OH:82])[CH:78]=[N:77]3)[C@@H](O)[C@H]2O)=C(Cl)N=1>>[Cl:1][C:2]1[N:10]=[C:9]2[C:5]([N:6]=[CH:7][N:8]2[C@@H:11]2[CH2:15][C@H:14]([N:16]3[N:80]=[C:79]([CH2:81][OH:82])[CH:78]=[N:77]3)[C@@H:13]([OH:21])[C@H:12]2[OH:22])=[C:4]([NH:23][CH2:24][CH:25]([C:32]2[CH:33]=[CH:34][CH:35]=[CH:36][CH:37]=2)[C:26]2[CH:27]=[CH:28][CH:29]=[CH:30][CH:31]=2)[N:3]=1. Procedure: (1R,2S,3R,5S)-3-[2-Chloro-6-(2,2-diphenyl-ethylamino)-purin-9-yl]-5-(4-hydroxymethyl-[1,2,3]triazol-2-yl)-cyclopentane-1,2-diol is prepared analogously to N-{(1S,2R,3S,4R)-4-[2-chloro-6-(2,2-diphenyl-ethylamino)-purin-9-yl]-2,3-dihydroxy-cyclopentyl}-propionamide by replacing N-[(1S,2R,3S,4R)-4-(2,6-dichloro-purin-9-yl)-2,3-dihydroxy-cyclopentyl]-propionamide, with (1R,2S,3R,5S)-3-(2,6-dichloro-purin-9-yl)-5-(4-hydroxymethyl-[1,2,3]triazol-2-yl)-cyclopentane-1,2-diol (Intermediate FC). Reactants: Cn1cc(-c2cnc3ccc4ccc(CCO[Si](C)(C)C(C)(C)C)cc4c(=O)c3c2)cn1, CCCC[N+](CCCC)(CCCC)CCCC, CCOC(C)=O, [F-], C1CCOC1. Yields the product Cn1cc(-c2cnc3ccc4ccc(CCO)cc4c(=O)c3c2)cn1. As a reaction SMILES: [C:1]([Si:2]([CH3:3])([CH3:4])[O:6][CH2:7][CH2:8][c:9]1[cH:10][cH:11][c:12]2[c:13]([c:14](=[O:29])[c:15]3[c:16]([n:17][cH:18][c:19](-[c:21]4[cH:22][n:23][n:24]([CH3:26])[cH:25]4)[cH:20]3)[cH:27][cH:28]2)[cH:30]1)([CH3:5])([CH3:31])[CH3:32].[CH3:34][CH2:35][CH2:36][CH2:37][N+:38]([CH2:39][CH2:40][CH2:41][CH3:42])([CH2:43][CH2:44][CH2:45][CH3:46])[CH2:47][CH2:48][CH2:49][CH3:50].[CH3:56][CH2:57][O:58][C:59](=[O:60])[CH3:61].[F-:33].[O:51]1[CH2:52][CH2:53][CH2:54][CH2:55]1>>[OH:6][CH2:7][CH2:8][c:9]1[cH:10][cH:11][c:12]2[c:13]([c:14](=[O:29])[c:15]3[c:16]([n:17][cH:18][c:19](-[c:21]4[cH:22][n:23][n:24]([CH3:26])[cH:25]4)[cH:20]3)[cH:27][cH:28]2)[cH:30]1.